From a dataset of the Open Reaction Database (ORD), a public repository of structured organic reaction records. describe an organic reaction: reactants, conditions, products, and yield Starting materials: CCCCO, CSC1=NC(C)(C)NC(NC(=O)c2nc(Cl)c(N)nc2N)=N1, N#CN. Product: CC1(C)N=C(NC#N)N=C(NC(=O)c2nc(Cl)c(N)nc2N)N1. RXN SMILES: [CH2:26]([OH:27])[CH2:28][CH2:29][CH3:30].[NH2:1][c:2]1[c:3]([C:10](=[O:11])[NH:12][C:13]2=[N:14][C:15]([S:21][CH3:22])=[N:16][C:17]([CH3:19])([CH3:20])[NH:18]2)[n:4][c:5]([Cl:9])[c:6]([NH2:8])[n:7]1.[NH2:23][C:24]#[N:25]>>[NH2:1][c:2]1[c:3]([C:10](=[O:11])[NH:12][C:13]2=[N:14][C:15]([NH:25][C:24]#[N:23])=[N:16][C:17]([CH3:19])([CH3:20])[NH:18]2)[n:4][c:5]([Cl:9])[c:6]([NH2:8])[n:7]1. Procedure details: A suspension of 1,8-naphthyridine-2,7(1H,8H)-dione (8.0 g, 49.4 mmol)(prepared according to the method of Newkome, George R et al, Journal of Organic Chemistry (1981), 46(5), 833-9) in DMF (200 ml) was treated under argon with sodium hydride (2.2 g of 60% dispersion with mineral oil, 1.3 g, 55 mmol) then heated to 40° C. for 20 minutes. Allyl bromide (˜5 ml) was added. After 2 hours at 40° C. more sodium hydride (2.2 g of 60% dispersion with mineral oil, 1.3 g, 55 mmol) and allyl iodide (˜5 ml) ... Starting materials: [H-].[Na+] (sodium hydride), C(C=C)I (allyl iodide), N1C(C=CC=2C=CC(NC12)=O)=O (1,8-naphthyridine-2,7(1H,8H)-dione), [H-].[Na+] (sodium hydride), C(C=C)Br (Allyl bromide). Conditions: temperature 40 celsius. The solvent is CN(C)C=O (DMF). Product: C(C=C)N1C(C=CC2=CC=C(N=C12)OCC=C)=O (1-(2-Propen-1-yl)-7-(2-propen-1-yloxy)-1,8-naphthyridin-2(1H)-one). RXN SMILES: [NH:1]1[C:10]2[NH:9][C:8](=[O:11])[CH:7]=[CH:6][C:5]=2[CH:4]=[CH:3][C:2]1=[O:12].[H-].[Na+].[CH2:15](Br)[CH:16]=[CH2:17].[CH2:19](I)[CH:20]=[CH2:21]>CN(C=O)C>[CH2:15]([N:1]1[C:10]2[C:5](=[CH:6][CH:7]=[C:8]([O:11][CH2:21][CH:20]=[CH2:19])[N:9]=2)[CH:4]=[CH:3][C:2]1=[O:12])[CH:16]=[CH2:17] |f:1.2|. Reactants: Cl, O=N[O-], CC(C#N)c1ccc(N)cc1, [Na+], O, O=S(=O)(O)O. The product is CC(C#N)c1ccc(O)cc1. As a reaction SMILES: [ClH:21].[N:12](=[O:13])[O-:14].[NH2:1][c:2]1[cH:3][cH:4][c:5]([CH:8]([C:9]#[N:10])[CH3:11])[cH:6][cH:7]1.[Na+:15].[OH2:22].[S:16](=[O:17])(=[O:18])([OH:19])[OH:20]>>[c:2]1([OH:13])[cH:3][cH:4][c:5]([CH:8]([C:9]#[N:10])[CH3:11])[cH:6][cH:7]1. The reactants are Cc1c[nH]c2ccccc12, C[Si](C)(C)OS(=O)(=O)C(F)(F)F, ClCCl, [Na+], CN(C)C1(c2ccccc2)CCC(O)(c2ccc3c(c2)OCO3)CC1, O, [OH-]. The product is Cc1c(C2(c3ccc4c(c3)OCO4)CCC(c3ccccc3)(N(C)C)CC2)[nH]c2ccccc12. As a reaction SMILES: [CH3:1][c:2]1[cH:3][nH:4][c:5]2[cH:6][cH:7][cH:8][cH:9][c:10]12.[CH3:36][Si:37]([O:38][S:39]([C:40]([F:41])([F:42])[F:43])(=[O:44])=[O:45])([CH3:46])[CH3:47].[Cl:50][CH2:51][Cl:52].[Na+:49].[O:11]1[CH2:12][O:13][c:14]2[c:15]1[cH:16][cH:17][c:18]([C:20]1([OH:35])[CH2:21][CH2:22][C:23]([c:26]3[cH:27][cH:28][cH:29][cH:30][cH:31]3)([N:32]([CH3:33])[CH3:34])[CH2:24][CH2:25]1)[cH:19]2.[O:53].[OH-:48]>>[CH3:1][c:2]1[c:3]([C:20]2([c:18]3[cH:17][cH:16][c:15]4[c:14]([cH:19]3)[O:13][CH2:12][O:11]4)[CH2:21][CH2:22][C:23]([c:26]3[cH:27][cH:28][cH:29][cH:30][cH:31]3)([N:32]([CH3:33])[CH3:34])[CH2:24][CH2:25]2)[nH:4][c:5]2[cH:6][cH:7][cH:8][cH:9][c:10]12. The reactants are O=C(OCc1ccccc1)N1CC2CC1CCN2, Clc1ccc(I)cn1. Product: O=C(OCc1ccccc1)N1CC2CC1CCN2c1ccc(Cl)nc1. Reaction SMILES: [CH:1]12[NH:2][CH2:3][CH2:4][CH:5]([N:6]([C:8](=[O:9])[O:10][CH2:11][c:12]3[cH:13][cH:14][cH:15][cH:16][cH:17]3)[CH2:7]1)[CH2:18]2.[Cl:19][c:20]1[n:21][cH:22][c:23]([I:26])[cH:24][cH:25]1>>[CH:1]12[N:2]([c:23]3[cH:22][n:21][c:20]([Cl:19])[cH:25][cH:24]3)[CH2:3][CH2:4][CH:5]([N:6]([C:8](=[O:9])[O:10][CH2:11][c:12]3[cH:13][cH:14][cH:15][cH:16][cH:17]3)[CH2:7]1)[CH2:18]2. The reactants are FC(CNC[C@H](CCCC)NC(=O)OC(C)(C)C)(F)F (N-(2,2,2,-Trifluoroethyl)-2(S)-(tert-butoxycarbonylamino)-hexanamine), C([O-])(O)=O.[Na+] (sodium bicarbonate), C([O-])([O-])=O.[Cs+].[Cs+] (Cesium carbonate), ClCC(=O)Cl (Chloroacetyl chloride). Run in C(C)(=O)OCC (ethyl acetate). Reaction conditions: temperature 0 celsius, time 1 hour. Product: C(C)(C)(C)OC(=O)N1[C@H](CN(C(C1)=O)CC(F)(F)F)CCCC (1-tert-Butoxycarbonyl-2(S)-n-butyl-4-(2,2,2-trifluoroethyl)piperazin-5-one). As a reaction SMILES: [F:1][C:2]([F:20])([F:19])[CH2:3][NH:4][CH2:5][C@@H:6]([NH:11][C:12]([O:14][C:15]([CH3:18])([CH3:17])[CH3:16])=[O:13])[CH2:7][CH2:8][CH2:9][CH3:10].C(=O)(O)[O-].[Na+].Cl[CH2:27][C:28](Cl)=[O:29].C(=O)([O-])[O-].[Cs+].[Cs+]>C(OCC)(=O)C>[C:15]([O:14][C:12]([N:11]1[CH2:27][C:28](=[O:29])[N:4]([CH2:3][C:2]([F:19])([F:20])[F:1])[CH2:5][C@@H:6]1[CH2:7][CH2:8][CH2:9][CH3:10])=[O:13])([CH3:18])([CH3:17])[CH3:16] |f:1.2,4.5.6|. Procedure: A solution of the product from Step C (0.590 g, 1.98 mmol) in ethyl acetate (30 mL) was vigorously stirred at 0° C. with saturated sodium bicarbonate (30 mL). Chloroacetyl chloride (0.315 mL, 3.96 mmol) was added, and the reaction stirred at 0° C. for 1 h. The layers were separated, and the ethyl acetate phase was washed with saturated brine, and dried over magnesium sulfate. The crude product was dissolved in DMF (15 mL) and cooled to 0° C. under nitrogen. Cesium carbonate (1.67 g, 5.12 mmol) w... Starting materials: ON1C(=NC=2C3=C(NC4=C(C21)C=CN=C4)N=CC=C3)C3CCC(CC3)CC#N ([4-(3-hydroxy-3,8-dihydroimidazo[4,5-d]dipyrido[2,3-b:4′,3′-f]azepin-2-yl)cyclohexyl]acetonitrile), P(OC(C)C)(OC(C)C)OC(C)C (triisopropyl phosphite). Solvent: CN(C(C)=O)C (N,N-dimethylacetamide). Product: N1=C(NC2=C1C1=C(NC3=C2C=CN=C3)N=CC=C1)C1CCC(CC1)CC#N ([4-(3,8-dihydroimidazo[4,5-d]dipyrido[2,3-b:4′,3′-f]azepin-2-yl)cyclohexyl]acetonitrile). Isolated yield 60.5%. Reaction SMILES: O[N:2]1[C:11]2[C:10]3[CH:12]=[CH:13][N:14]=[CH:15][C:9]=3[NH:8][C:7]3[N:16]=[CH:17][CH:18]=[CH:19][C:6]=3[C:5]=2[N:4]=[C:3]1[CH:20]1[CH2:25][CH2:24][CH:23]([CH2:26][C:27]#[N:28])[CH2:22][CH2:21]1.P(OC(C)C)(OC(C)C)OC(C)C>CN(C)C(=O)C>[N:4]1[C:5]2[C:6]3[CH:19]=[CH:18][CH:17]=[N:16][C:7]=3[NH:8][C:9]3[CH:15]=[N:14][CH:13]=[CH:12][C:10]=3[C:11]=2[NH:2][C:3]=1[CH:20]1[CH2:21][CH2:22][CH:23]([CH2:26][C:27]#[N:28])[CH2:24][CH2:25]1. Procedure details: A solution of [4-(3-hydroxy-3,8-dihydroimidazo[4,5-d]dipyrido[2,3-b:4′,3′-f]azepin-2-yl)cyclohexyl]acetonitrile (7.0 g, 0.019 mol) and triisopropyl phosphite (20 mL, 0.08 mol) in N,N-dimethylacetamide (20 mL) was heated at 160° C. for 2 hours and was then concentrated in vacuo. The residue was purified by column chromatography on silica gel (5% trimethylamine 7.5% methanol and 87.5% ethyl acetate) yielding 4.10 g of product as a 9:1 mixture of the two diastereomers. The pure cis and trans isomer... Starting materials: FC=1C=C(C=C(C1)F)C(C=C1NC2=C(N1)C=CC=C2)=O (1-(3,5-Difluorophenyl)-2-(1,3-dihydro-2H-benzimidazol-2-ylidene)ethanone), ClS(=O)(=O)C=1C=C(C(=O)Cl)C=CC1 (3-(chlorosulfonyl)benzoyl chloride). Run in O1CCOCC1 (dioxane). Yields the product FC=1C=C(C=C(C1)F)C(C(C(=O)C=1C=C(C=CC1)S(=O)(=O)Cl)=C1NC2=C(N1)C=CC=C2)=O (3-[3-(3,5-difluorophenyl)-2-(1,3-dihydro-2H-benzimidazol-2-ylidene)-3-oxopropanoyl]benzenesulfonyl chloride). As a reaction SMILES: [F:1][C:2]1[CH:3]=[C:4]([C:9](=[O:20])[CH:10]=[C:11]2[NH:15][C:14]3[CH:16]=[CH:17][CH:18]=[CH:19][C:13]=3[NH:12]2)[CH:5]=[C:6]([F:8])[CH:7]=1.[Cl:21][S:22]([C:25]1[CH:26]=[C:27]([CH:31]=[CH:32][CH:33]=1)[C:28](Cl)=[O:29])(=[O:24])=[O:23]>O1CCOCC1>[F:1][C:2]1[CH:3]=[C:4]([C:9](=[O:20])[C:10](=[C:11]2[NH:12][C:13]3[CH:19]=[CH:18][CH:17]=[CH:16][C:14]=3[NH:15]2)[C:28]([C:27]2[CH:26]=[C:25]([S:22]([Cl:21])(=[O:24])=[O:23])[CH:33]=[CH:32][CH:31]=2)=[O:29])[CH:5]=[C:6]([F:8])[CH:7]=1. Reported procedure: 1-(3,5-Difluorophenyl)-2-(1,3-dihydro-2H-benzimidazol-2-ylidene)ethanone and 3-(chlorosulfonyl)benzoyl chloride were heated under reflux in dioxane for 1 hour, followed by cooling. After dilution with ethyl acetate, the insoluble matter was separated by filtration. The filtrate was concentrated under reduced pressure, and the resulting residue was purified by silica gel column chromatography. This was further diluted with ethyl acetate, washed with an aqueous saturated sodium hydrogencarbonate s...